describe an organic reaction: reactants, conditions, products, and yield From a dataset of the Open Reaction Database (ORD), a public repository of structured organic reaction records. Reaction SMILES: Br[CH:2]([C:14](=[O:21])[C:15]1[S:19][C:18]([Cl:20])=[CH:17][CH:16]=1)[CH2:3][C:4]([N:6]1[CH2:13][CH2:12][CH2:11][C@H:7]1[C:8]([OH:10])=[O:9])=[O:5].[C:22]([O-:30])(=[S:29])[C:23]1[CH:28]=[CH:27][CH:26]=[CH:25][CH:24]=1.[Na+]>C(#N)C>[C:22]([S:29][CH:2]([C:14](=[O:21])[C:15]1[S:19][C:18]([Cl:20])=[CH:17][CH:16]=1)[CH2:3][C:4]([N:6]1[CH2:13][CH2:12][CH2:11][C@H:7]1[C:8]([OH:10])=[O:9])=[O:5])(=[O:30])[C:23]1[CH:28]=[CH:27][CH:26]=[CH:25][CH:24]=1 |f:1.2|. Procedure details: As for Example 21, 0.01 mole of 1-[3-bromo-3-(5-chloro-2-thenoyl)propionyl]-L-proline is reacted with sodium thiobenzoate for 16 hours in acetonitrile to give the product of the Example as a glass. Run in C(C)#N (acetonitrile). The product is C(C1=CC=CC=C1)(=O)SC(CC(=O)N1[C@H](C(=O)O)CCC1)C(C1=CC=C(S1)Cl)=O (1-[3-(Benzoylthio)-3-(5-chloro-2-thenoyl)propionyl]-L-proline). Reactants: BrC(CC(=O)N1[C@H](C(=O)O)CCC1)C(C1=CC=C(S1)Cl)=O (1-[3-bromo-3-(5-chloro-2-thenoyl)propionyl]-L-proline), C(C1=CC=CC=C1)(=S)[O-].[Na+] (sodium thiobenzoate). Reaction conditions: temperature 60 celsius, time 3 hour. Procedure: To a mixture of methyl 2-bromo-7-chloro-3-cyclohexyl-1H-indole-6-carboxylate (841.8 mg, 2.27 mmol), phenylboronic acid (409 mg, 3.35 mmol), Pd(PPh3)4 (267 mg, 0.231 mmol), LiCl (188 mg, 4.44 mmol) and Na2CO3 (589 mg, 5.56 mmol) under N2 at r.t. in a re-usuable sealed tube was charged with a mixture of PhMe/EtOH (10 ml/10 ml) and then water (6.6 ml). The sealed tube was closed and the reaction mixture stirred at 60° C. for 3 hr, left standing at r.t. overnight, and then re-stirred at 60° C. for 2... Yield: 90.0%. The reactants are BrC=1NC2=C(C(=CC=C2C1C1CCCCC1)C(=O)OC)Cl (methyl 2-bromo-7-chloro-3-cyclohexyl-1H-indole-6-carboxylate), C1(=CC=CC=C1)B(O)O (phenylboronic acid), [Li+].[Cl-] (LiCl), C(=O)([O-])[O-].[Na+].[Na+] (Na2CO3). Reaction SMILES: Br[C:2]1[NH:3][C:4]2[C:9]([C:10]=1C1CCCCC1)=[CH:8][CH:7]=[C:6]([C:17]([O:19]C)=[O:18])[C:5]=2Cl.C1(B(O)O)C=CC=CC=1.[Li+].[Cl-].C([O-])([O-])=O.[Na+].[Na+]>C1C=CC([P]([Pd]([P](C2C=CC=CC=2)(C2C=CC=CC=2)C2C=CC=CC=2)([P](C2C=CC=CC=2)(C2C=CC=CC=2)C2C=CC=CC=2)[P](C2C=CC=CC=2)(C2C=CC=CC=2)C2C=CC=CC=2)(C2C=CC=CC=2)C2C=CC=CC=2)=CC=1.O.C1(C)C=CC=CC=1.CCO>[NH:3]1[C:4]2[C:9](=[CH:8][CH:7]=[C:6]([C:17]([OH:19])=[O:18])[CH:5]=2)[CH:10]=[CH:2]1 |f:2.3,4.5.6,9.10,^1:42,44,63,82|. Solvent: C1(=CC=CC=C1)C.CCO (PhMe EtOH), O (water). The reagents and catalysts are C=1C=CC(=CC1)[P](C=2C=CC=CC2)(C=3C=CC=CC3)[Pd]([P](C=4C=CC=CC4)(C=5C=CC=CC5)C=6C=CC=CC6)([P](C=7C=CC=CC7)(C=8C=CC=CC8)C=9C=CC=CC9)[P](C=1C=CC=CC1)(C=1C=CC=CC1)C=1C=CC=CC1 (Pd(PPh3)4). Product: N1C=CC2=CC=C(C=C12)C(=O)O (1H-indole-6-carboxylic acid), methyl ester. Starting materials: CS(C)=O, OCC1CC1, O=[N+]([O-])c1ccc(Cl)c(Cl)c1, [Na+], [OH-], O. The product is O=[N+]([O-])c1ccc(OCC2CC2)c(Cl)c1. Reaction SMILES: [CH3:19][S:20]([CH3:21])=[O:22].[CH:12]1([CH2:15][OH:16])[CH2:13][CH2:14]1.[Cl:1][c:2]1[cH:3][c:4]([N+:9](=[O:10])[O-:11])[cH:5][cH:6][c:7]1[Cl:8].[Na+:18].[OH-:17].[OH2:23]>>[Cl:1][c:2]1[cH:3][c:4]([N+:9](=[O:10])[O-:11])[cH:5][cH:6][c:7]1[O:16][CH2:15][CH:12]1[CH2:13][CH2:14]1. The reactants are [O-]CC.[Na+] (sodium ethoxide), [Na] (sodium), CN1CCC(CC1)=O (1-methyl-4-piperidinone), [N+](=O)([O-])C (nitromethane). Solvent: C(C)O (ethanol), C(C)(=O)O (acetic acid). Conditions: temperature 50 celsius, time 4 hour. The product is C(C)(=O)OC1(CCN(CC1)C)CN (4-(Aminomethyl)-1-methyl-4-piperidinol acetate). Reaction SMILES: [O-:1][CH2:2][CH3:3].[Na+].[Na].[CH3:6][N:7]1[CH2:12][CH2:11][C:10](=[O:13])[CH2:9][CH2:8]1.[N+:14]([CH3:17])([O-])=O>C(O)C.C(O)(=O)C>[C:2]([O:13][C:10]1([CH2:17][NH2:14])[CH2:11][CH2:12][N:7]([CH3:6])[CH2:8][CH2:9]1)(=[O:1])[CH3:3] |f:0.1,^1:4|. Reported procedure: To a solution of sodium ethoxide prepared by dissolving 23 g (1 mole) of sodium in 1500 ml of ethanol was added dropwise a mixture of 113 g (1 mole) of 1-methyl-4-piperidinone and 75 g (1.3 mole) of nitromethane at a rate so as to maintain a temperature (preheated) of 50° C. The solution was stirred for 4 hr and 150 g of acetic acid was added dropwise. The mixture was filtered and the filtrate was concentrated. The residue was crystallized from ethyl acetate. The resulting solid was dissolved in... The reactants are c1ccccc1-c2ccc(CO)cc2, Clc1ccc(S(=O)(=O)F)cc1 (4-Chlorobenzenesulfonyl fluoride). The reagents and catalysts are N\2=C1\N(CCCCC1)CCC/2 (DBU). Solvent: C1CCCO1 (THF), C1CCCO1 (THF). Conditions: time 48 hour. The product is c1ccccc1-c2ccc(CF)cc2. The yield is 11.0%. Reactants: COC(NC(C(N1C2CCC(C1C=1NC(=CN1)C1=CC=C(C=C1)B1OC(C(O1)(C)C)(C)C)C2)=O)C2CCOCC2)=O ([2-Oxo-1-(tetrahydro-pyran-4-yl)-2-(3-{5-[4-(4,4,5,5-tetramethyl-[1,3,2]dioxaborolan-2-yl)-phenyl]-1H-imidazol-2-yl}-2-azabicyclo[2.2.1]hept-2-yl)-ethyl]-carbamic acid methyl ester), C(C)(C)(C)OC(=O)N1C(CCC1)C=1NC(=CN1)C1=CC2=CC=C(C=C2C=C1)Br (2-[5-(6-Bromo-naphthalen-2-yl)-1H-imidazol-2-yl]-pyrrolidine-1-carboxylic acid tert-butyl ester), P(=O)([O-])([O-])[O-].[K+].[K+].[K+] (potassium phosphate). The reagents and catalysts are C=1C=CC(=CC1)[P](C=2C=CC=CC2)(C=3C=CC=CC3)[Pd]([P](C=4C=CC=CC4)(C=5C=CC=CC5)C=6C=CC=CC6)([P](C=7C=CC=CC7)(C=8C=CC=CC8)C=9C=CC=CC9)[P](C=1C=CC=CC1)(C=1C=CC=CC1)C=1C=CC=CC1 (Tetrakis(triphenylphosphine)Palladium). The solvent is COCCOC (DME). Reaction conditions: temperature 80 celsius. The product is C(C)(C)(C)OC(=O)N1C(CCC1)C=1NC(=CN1)C1=CC2=CC=C(C=C2C=C1)C1=CC=C(C=C1)C=1NC(=NC1)C1N(C2CCC1C2)C(C(C2CCOCC2)NC(=O)OC)=O (2-(5-{6-[4-(2-{2-[2-Methoxycarbonylamino-2-(tetrahydro-pyran-4-yl)-acetyl]-2-azabicyclo[2.2.1]hept-3-yl}-3H-imidazol-4-yl)-phenyl]-naphthalen-2-yl}-1H-imidazol-2-yl)-pyrrolidine-1-carboxylic acid tert-butyl ester). Isolated yield 77.4%. As a reaction SMILES: [CH3:1][O:2][C:3](=[O:41])[NH:4][CH:5]([CH:35]1[CH2:40][CH2:39][O:38][CH2:37][CH2:36]1)[C:6](=[O:34])[N:7]1[CH:12]([C:13]2[NH:14][C:15]([C:18]3[CH:23]=[CH:22][C:21](B4OC(C)(C)C(C)(C)O4)=[CH:20][CH:19]=3)=[CH:16][N:17]=2)[CH:11]2[CH2:33][CH:8]1[CH2:9][CH2:10]2.[C:42]([O:46][C:47]([N:49]1[CH2:53][CH2:52][CH2:51][CH:50]1[C:54]1[NH:55][C:56]([C:59]2[CH:68]=[CH:67][C:66]3[C:61](=[CH:62][CH:63]=[C:64](Br)[CH:65]=3)[CH:60]=2)=[CH:57][N:58]=1)=[O:48])([CH3:45])([CH3:44])[CH3:43].P([O-])([O-])([O-])=O.[K+].[K+].[K+]>COCCOC.C1C=CC([P]([Pd]([P](C2C=CC=CC=2)(C2C=CC=CC=2)C2C=CC=CC=2)([P](C2C=CC=CC=2)(C2C=CC=CC=2)C2C=CC=CC=2)[P](C2C=CC=CC=2)(C2C=CC=CC=2)C2C=CC=CC=2)(C2C=CC=CC=2)C2C=CC=CC=2)=CC=1>[C:42]([O:46][C:47]([N:49]1[CH2:53][CH2:52][CH2:51][CH:50]1[C:54]1[NH:55][C:56]([C:59]2[CH:68]=[CH:67][C:66]3[C:61](=[CH:62][CH:63]=[C:64]([C:21]4[CH:22]=[CH:23][C:18]([C:15]5[NH:14][C:13]([CH:12]6[CH:11]7[CH2:33][CH:8]([CH2:9][CH2:10]7)[N:7]6[C:6](=[O:34])[CH:5]([NH:4][C:3]([O:2][CH3:1])=[O:41])[CH:35]6[CH2:36][CH2:37][O:38][CH2:39][CH2:40]6)=[N:17][CH:16]=5)=[CH:19][CH:20]=4)[CH:65]=3)[CH:60]=2)=[CH:57][N:58]=1)=[O:48])([CH3:45])([CH3:44])[CH3:43] |f:2.3.4.5,^1:87,89,108,127|. Reported procedure: To a solution of [2-Oxo-1-(tetrahydro-pyran-4-yl)-2-(3-{5-[4-(4,4,5,5-tetramethyl-[1,3,2]dioxaborolan-2-yl)-phenyl]-1H-imidazol-2-yl}-2-azabicyclo[2.2.1]hept-2-yl)-ethyl]-carbamic acid methyl ester (0.24 g, 0.42 mmol) in DME (2.5 mL) was added 2-[5-(6-Bromo-naphthalen-2-yl)-1H-imidazol-2-yl]-pyrrolidine-1-carboxylic acid tert-butyl ester (0.19 g, 0.43 mmol), Tetrakis(triphenylphosphine)Palladium (0.03 g, 0.02 mmol) and aqueous potassium phosphate (2 M, 0.65 mL, 1.3 mmol). The solution was degass...